From a dataset of the Open Reaction Database (ORD), a public repository of structured organic reaction records. describe an organic reaction: reactants, conditions, products, and yield Reactants: COC1=CC=NC=2C1=CC=C1N=C3C=CC=C(C3=NC21)C(=O)O (4-Methoxypyrido[2,3-α]phenazine-11-carboxylic acid), CN(CCN)C (N,N-dimethylethylenediamine). Yields the product CN(CCNC(=O)C1=CC=CC2=NC3=CC=C4C(=C3N=C12)N=CC=C4OC)C (4-Methoxypyrido [2,3-α]phenazine-11-carboxylic acid (2-dimethylamino-ethyl)-amide). As a reaction SMILES: [CH3:1][O:2][C:3]1[C:8]2=[CH:9][CH:10]=[C:11]3[C:20]([N:19]=[C:18]4[C:13]([CH:14]=[CH:15][CH:16]=[C:17]4[C:21](O)=[O:22])=[N:12]3)=[C:7]2[N:6]=[CH:5][CH:4]=1.[CH3:24][N:25]([CH3:29])[CH2:26][CH2:27][NH2:28]>>[CH3:24][N:25]([CH3:29])[CH2:26][CH2:27][NH:28][C:21]([C:17]1[C:18]2[C:13](=[N:12][C:11]3[C:20]([N:19]=2)=[C:7]2[N:6]=[CH:5][CH:4]=[C:3]([O:2][CH3:1])[C:8]2=[CH:9][CH:10]=3)[CH:14]=[CH:15][CH:16]=1)=[O:22]. Procedure: 4-Methoxypyrido [2,3-α]phenazine-11-carboxylic acid (2-dimethylamino-ethyl)-amide was prepared from 4-Methoxypyrido[2,3-α]phenazine-11-carboxylic acid (II.1) and N,N-dimethylethylenediamine The reactants are solution, C(C(=O)O)(=O)O (oxalic acid), C(C)N(CCOCCC1=CC=CC2=CC=CC=C12)CC (N,N-diethyl-N-{2-[2-(1-naphthyl)ethoxy]ethyl}-amine). The solvent is C(C)(=O)OCC (ethyl acetate), C(C)(=O)OCC (ethyl acetate). Conditions: time 2 hour. The product is C(C(=O)O)(=O)O.C(C)N(CCOCCC1=CC=CC2=CC=CC=C12)CC (N,N-diethyl-N-{2-[2-(1-naphthyl)ethoxy]ethyl}-amine oxalate). Yield: 71.9%. Reaction SMILES: [CH2:1]([N:3]([CH2:19][CH3:20])[CH2:4][CH2:5][O:6][CH2:7][CH2:8][C:9]1[C:18]2[C:13](=[CH:14][CH:15]=[CH:16][CH:17]=2)[CH:12]=[CH:11][CH:10]=1)[CH3:2].[C:21]([OH:26])(=[O:25])[C:22]([OH:24])=[O:23]>C(OCC)(=O)C>[C:21]([OH:26])(=[O:25])[C:22]([OH:24])=[O:23].[CH2:19]([N:3]([CH2:1][CH3:2])[CH2:4][CH2:5][O:6][CH2:7][CH2:8][C:9]1[C:18]2[C:13](=[CH:14][CH:15]=[CH:16][CH:17]=2)[CH:12]=[CH:11][CH:10]=1)[CH3:20] |f:3.4|. Reported procedure: In 2.5 mL of ethyl acetate is dissolved 1.06 g of N,N-diethyl-N-{2-[2-(1-naphthyl)ethoxy]ethyl}-amine, to which is added 3.0 mL of a solution of 0.35 g of oxalic acid in ethyl acetate. The resulting mixture is stirred at ambient temperature for 2 hours. The deposited crystal is collected by filtration, washed with ethyl acetate and dried to obtain 1.01 g of N,N-diethyl-N-{2-[2-(1-naphthyl)ethoxy]ethyl}-amine oxalate. Reactants: CC(C)(Cc1c[nH]c2c(OCc3ccccc3)cccc12)[N+](=O)[O-], CCO, C1CCOC1. The product is CC(C)(N)Cc1c[nH]c2c(OCc3ccccc3)cccc12. RXN SMILES: [CH3:1][C:2]([CH2:3][c:4]1[cH:5][nH:6][c:7]2[c:8]([O:13][CH2:14][c:15]3[cH:16][cH:17][cH:18][cH:19][cH:20]3)[cH:9][cH:10][cH:11][c:12]12)([CH3:21])[N+:22]([O-:23])=[O:24].[CH3:25][CH2:26][OH:27].[O:28]1[CH2:29][CH2:30][CH2:31][CH2:32]1>>[CH3:1][C:2]([CH2:3][c:4]1[cH:5][nH:6][c:7]2[c:8]([O:13][CH2:14][c:15]3[cH:16][cH:17][cH:18][cH:19][cH:20]3)[cH:9][cH:10][cH:11][c:12]12)([CH3:21])[NH2:22]. Starting materials: C(C)(=O)C(C#N)=COCC (2-acetyl-3-ethoxy-acrylonitrile), resultant mixture, Cl (HCl), [O-]CC.[Na+] (sodium ethoxide), CN1CCC(CC1)CCCNC(=N)N (N-[3-(1-methyl-piperidin-4-yl)-propyl]-guanidine), resultant mixture. Run in C(C)O (ethanol), C(C)O (ethanol). Product: CC1=NC(=NC=C1C#N)NCCCC1CCN(CC1)C (4-Methyl-2-[3-(1-methyl-piperidin-4-yl)-propylamino]-pyrimidine-5-carbonitrile). RXN SMILES: [O-]CC.[Na+].[CH3:5][N:6]1[CH2:11][CH2:10][CH:9]([CH2:12][CH2:13][CH2:14][NH:15][C:16]([NH2:18])=[NH:17])[CH2:8][CH2:7]1.Cl.[C:20]([C:23](=[CH:26]OCC)[C:24]#[N:25])(=O)[CH3:21]>C(O)C>[CH3:21][C:20]1[C:23]([C:24]#[N:25])=[CH:26][N:18]=[C:16]([NH:15][CH2:14][CH2:13][CH2:12][CH:9]2[CH2:8][CH2:7][N:6]([CH3:5])[CH2:11][CH2:10]2)[N:17]=1 |f:0.1|. Reported procedure: A flask containing sodium ethoxide (0.64 mL of a 21 wt % solution in ethanol, 1.7 mmol) and N-[3-(1-methyl-piperidin-4-yl)-propyl]-guanidine.HCl (200 mg, 0.85 mmol) in ethanol (2.45 mL) was aged for 15 minutes at room temperature. To the resultant mixture was then added 2-acetyl-3-ethoxy-acrylonitrile (148 mg, 1.06 mmol). The resultant mixture was warmed to 80° C. for 5 h, then cooled to room temperature and concentrated. The resultant residue was partitioned between 1 N NaOH and dichloromethane... Starting materials: CI, CC(=O)c1cc(F)cc(F)c1O. Yields the product COc1c(F)cc(F)cc1C(C)=O. As a reaction SMILES: [CH3:1][I:2].[F:3][c:4]1[c:5]([OH:14])[c:6]([C:11]([CH3:12])=[O:13])[cH:7][c:8]([F:10])[cH:9]1>>[CH3:1][O:14][c:5]1[c:4]([F:3])[cH:9][c:8]([F:10])[cH:7][c:6]1[C:11]([CH3:12])=[O:13]. Reactants: O=C(Cl)c1cccnc1, Cl, CCN1C(=O)C(C)(C)c2cc3[nH]c(-c4n[nH]cc4N)nc3cc21. The product is CCN1C(=O)C(C)(C)c2cc3[nH]c(-c4n[nH]cc4NC(=O)c4cccnc4)nc3cc21. Reaction SMILES: [C:25]([c:26]1[cH:27][n:28][cH:29][cH:30][cH:31]1)(=[O:32])[Cl:33].[ClH:24].[NH2:1][c:2]1[c:3](-[c:7]2[n:8][c:9]3[c:10]([cH:11][c:12]4[c:16]([cH:17]3)[N:15]([CH2:18][CH3:19])[C:14](=[O:20])[C:13]4([CH3:21])[CH3:22])[nH:23]2)[n:4][nH:5][cH:6]1>>[NH:1]([c:2]1[c:3](-[c:7]2[n:8][c:9]3[c:10]([cH:11][c:12]4[c:16]([cH:17]3)[N:15]([CH2:18][CH3:19])[C:14](=[O:20])[C:13]4([CH3:21])[CH3:22])[nH:23]2)[n:4][nH:5][cH:6]1)[C:25]([c:26]1[cH:27][n:28][cH:29][cH:30][cH:31]1)=[O:32]. RXN SMILES: [Br:1][CH2:2][CH2:3][CH2:4][CH2:5][CH2:6][CH2:7][Br:8].[CH3:25][CH2:26][CH2:27][CH2:28][CH2:29][CH3:30].[Na+:10].[OH-:9].[OH2:31].[cH:11]1[c:12]([S:21][CH2:22][CH2:23][OH:24])[cH:13][cH:14][c:15]2[cH:16][cH:17][cH:18][cH:19][c:20]12>>[CH2:2]([CH2:3][CH2:4][CH2:5][CH2:6][CH2:7][Br:8])[O:24][CH2:23][CH2:22][S:21][c:12]1[cH:11][c:20]2[c:15]([cH:14][cH:13]1)[cH:16][cH:17][cH:18][cH:19]2. Product: BrCCCCCCOCCSc1ccc2ccccc2c1. Reactants: BrCCCCCCBr, CCCCCC, [Na+], [OH-], O, OCCSc1ccc2ccccc2c1.